This data is from the Open Reaction Database (ORD), a public repository of structured organic reaction records. The task is: describe an organic reaction: reactants, conditions, products, and yield The reactants are COC(C#C)CCCCC (3-methoxy-1-octyne), [OH-].[Na+] (sodium hydroxide), II (iodine), C(C)(C(C)C)BC(C)C(C)C (disiamylborane), C[N+](C)(C)[O-] (trimethylamine oxide). The product is I\C=C\C(CCCCC)OC (1-Iodo-3-methoxy-trans-1-octene). Reaction SMILES: [CH3:1][O:2][CH:3]([CH2:6][CH2:7][CH2:8][CH2:9][CH3:10])[C:4]#[CH:5].C(BC(C(C)C)C)(C(C)C)C.C[N+]([O-])(C)C.[OH-].[Na+].[I:29]I>>[I:29]/[CH:5]=[CH:4]/[CH:3]([O:2][CH3:1])[CH2:6][CH2:7][CH2:8][CH2:9][CH3:10] |f:3.4|. Reported procedure: Treatment of 3-methoxy-1-octyne (Example 1877) with disiamylborane, trimethylamine oxide, sodium hydroxide and iodine by the procedure described in Example 996 furnishes the title product.